From a dataset of the Open Reaction Database (ORD), a public repository of structured organic reaction records. describe an organic reaction: reactants, conditions, products, and yield The reactants are C1CCOC1 (THF), ClC1=CC=C(C=C1)C1C(=C(NC(C1)=O)C)C(=O)OC (Methyl 4-(4-chlorophenyl)-2-methyl-6-oxo-1,4,5,6-tetrahydro-3-pyridinecarboxylate), [OH-].[Na+] (NaOH). Run in O (water), CO (MeOH). Reaction conditions: temperature 60 celsius, time 16 hour. The product is ClC1=CC=C(C=C1)C1C(=C(NC(C1)=O)C)C(=O)O (4-(4-Chlorophenyl)-2-methyl-6-oxo-1,4,5,6-tetrahydro-3-pyridinecarboxylic acid). Yield: 70.7%. RXN SMILES: [Cl:1][C:2]1[CH:7]=[CH:6][C:5]([CH:8]2[CH2:13][C:12](=[O:14])[NH:11][C:10]([CH3:15])=[C:9]2[C:16]([O:18]C)=[O:17])=[CH:4][CH:3]=1.C1COCC1.[OH-].[Na+]>CO.O>[Cl:1][C:2]1[CH:3]=[CH:4][C:5]([CH:8]2[CH2:13][C:12](=[O:14])[NH:11][C:10]([CH3:15])=[C:9]2[C:16]([OH:18])=[O:17])=[CH:6][CH:7]=1 |f:2.3|. Procedure: The product from Step 1 (735 mg, 2.63 mmol, 1.00 equiv) was dissolved in 3/1 MeOH:THF (12 mL total). Following addition of 2.5N NaOH (3 mL), the reaction mixture was heated to 60° C. for 6 hours, then stirred at room temperature for an additional 16 hours. The reaction mixture was diluted with water and extracted with ethyl acetate. The organic phase was washed again with 1N NaOH. The aqueous phases were combined and acidified to pH˜1 with 5N HCl, and extracted twice with ethyl acetate. The comb... Reactants: COC(=O)COC1=CC(=C(C(=C1)C)C=1NC2=C(N1)C=CC(=C2)C(=O)O)C (2-(4-methoxycarbonylmethoxy-2,6-dimethylphenyl)-3H-benzoimidazole-5-carboxylic acid), C(C)(C)(C)NC1=CC=CC=C1 (t-butylaniline), CCN=C=NCCCN(C)C (EDCI), C=1C=CC2=C(C1)N=NN2O (HOBt). The solvent is CN(C)C=O (DMF). Run at time 18 hour. Product: COC(COC1=CC(=C(C(=C1)C)C1=NC2=C(N1)C=C(C=C2)C(NC2=CC=C(C=C2)C(C)(C)C)=O)C)=O ({4-[6-(4-tert-butylphenylcarbamoyl)-1H-benzoimidazol-2-yl]-3,5-dimethylphenoxy}-acetic acid methyl ester). As a reaction SMILES: [CH3:1][O:2][C:3]([CH2:5][O:6][C:7]1[CH:12]=[C:11]([CH3:13])[C:10]([C:14]2[NH:15][C:16]3[CH:22]=[C:21]([C:23]([OH:25])=O)[CH:20]=[CH:19][C:17]=3[N:18]=2)=[C:9]([CH3:26])[CH:8]=1)=[O:4].[C:27](NC1C=CC=CC=1)([CH3:30])([CH3:29])[CH3:28].CCN=C=NCCCN(C)C.[CH:49]1[CH:50]=[CH:51][C:52]2N(O)N=[N:55][C:53]=2[CH:54]=1>CN(C=O)C>[CH3:1][O:2][C:3](=[O:4])[CH2:5][O:6][C:7]1[CH:8]=[C:9]([CH3:26])[C:10]([C:14]2[NH:15][C:16]3[CH:22]=[C:21]([C:23](=[O:25])[NH:55][C:53]4[CH:54]=[CH:49][C:50]([C:27]([CH3:30])([CH3:29])[CH3:28])=[CH:51][CH:52]=4)[CH:20]=[CH:19][C:17]=3[N:18]=2)=[C:11]([CH3:13])[CH:12]=1. Procedure: To a solution of 2-(4-methoxycarbonylmethoxy-2,6-dimethylphenyl)-3H-benzoimidazole-5-carboxylic acid (0.3 g, 0.847 mmol) in DMF (6 mL) was added t-butylaniline (0.1338 mL, 0.847 mmol), EDCI (0.1953 g, 1.02 mmol) and HOBt (0.1374 g, 1.02 mmol). The brown solution was stirred at ambient temperature for 18 h. The mixture was extracted with EtOAc, then washed with water, brine, and dried with Na2SO4. The solvent was removed under reduced pressure and the residue purified on silica gel using MeCN/met... Starting materials: CO (methanol), C(C1=CC=CC=C1)OC1=C(C2=CC=CC=C2C=C1)C=O (2-benzyloxy-1-naphthaldehyde), C(C)(=O)[O-].[Na+] (sodium acetate), Cl.NO (hydroxylamine hydrochloride). Solvent: O (water), O (water). Yields the product C(C1=CC=CC=C1)OC1=C(C2=CC=CC=C2C=C1)C=NO (2-benzyloxy-1-naphthaldoxime). Yield: 97.8%. Reaction SMILES: CO.[CH2:3]([O:10][C:11]1[CH:20]=[CH:19][C:18]2[C:13](=[CH:14][CH:15]=[CH:16][CH:17]=2)[C:12]=1[CH:21]=O)[C:4]1[CH:9]=[CH:8][CH:7]=[CH:6][CH:5]=1.C([O-])(=O)C.[Na+].Cl.[NH2:29][OH:30]>O>[CH2:3]([O:10][C:11]1[CH:20]=[CH:19][C:18]2[C:13](=[CH:14][CH:15]=[CH:16][CH:17]=2)[C:12]=1[CH:21]=[N:29][OH:30])[C:4]1[CH:9]=[CH:8][CH:7]=[CH:6][CH:5]=1 |f:2.3,4.5|. Procedure: To 460 ml of methanol and 150 ml of water were added 120 g (0.46 mole) of 2-benzyloxy-1-naphthaldehyde, 75 g (0.92 mole) of sodium acetate and 48 g (0.69 mole) of hydroxylamine hydrochloride, and the mixture was refluxed by heating for 2 hours. After the reaction, the reaction mixture was added to 1.5 liters of water. The precipitated crystals were collected by filtration to obtain 125 g (0.45 mole) of 2-benzyloxy-1-naphthaldoxime. The reactants are CO, CC(C)(C)OC(=O)N(Cc1ccc2c(c1)OCCO2)C1CCN(CCn2c(=O)ccc3c([N+](=O)[O-])cccc32)CC1. Product: CC(C)(C)OC(=O)N(Cc1ccc2c(c1)OCCO2)C1CCN(CCn2c(=O)ccc3c(N)cccc32)CC1. As a reaction SMILES: [CH3:42][OH:43].[O:1]1[CH2:2][CH2:3][O:4][c:5]2[c:6]1[cH:7][cH:8][c:9]([CH2:11][N:12]([C:13]([O:14][C:15]([CH3:16])([CH3:17])[CH3:18])=[O:19])[CH:20]1[CH2:21][CH2:22][N:23]([CH2:26][CH2:27][n:28]3[c:29](=[O:41])[cH:30][cH:31][c:32]4[c:33]([N+:38]([O-:39])=[O:40])[cH:34][cH:35][cH:36][c:37]34)[CH2:24][CH2:25]1)[cH:10]2>>[O:1]1[CH2:2][CH2:3][O:4][c:5]2[c:6]1[cH:7][cH:8][c:9]([CH2:11][N:12]([C:13]([O:14][C:15]([CH3:16])([CH3:17])[CH3:18])=[O:19])[CH:20]1[CH2:21][CH2:22][N:23]([CH2:26][CH2:27][n:28]3[c:29](=[O:41])[cH:30][cH:31][c:32]4[c:33]([NH2:38])[cH:34][cH:35][cH:36][c:37]34)[CH2:24][CH2:25]1)[cH:10]2. Starting materials: NC1=C(C=CC(=C1)SC1=CC=CC=C1)[N+](=O)[O-] (2-amino-4-phenylthio-1-nitrobenzene), C(C)(=O)OC(C)=O (acetic anhydride), C(C)(=O)[O-].[Na+] (sodium acetate). Reagents/catalysts: S(O)(O)(=O)=O (sulfuric acid). Reaction conditions: time 2 hour. The product is C(C)(=O)NC1=C(C=CC(=C1)SC1=CC=CC=C1)[N+](=O)[O-] (2-acetamido-4-phenylthio-1-nitrobenzene). Reaction SMILES: [NH2:1][C:2]1[CH:7]=[C:6]([S:8][C:9]2[CH:14]=[CH:13][CH:12]=[CH:11][CH:10]=2)[CH:5]=[CH:4][C:3]=1[N+:15]([O-:17])=[O:16].[C:18](OC(=O)C)(=[O:20])[CH3:19].C([O-])(=O)C.[Na+]>S(=O)(=O)(O)O>[C:18]([NH:1][C:2]1[CH:7]=[C:6]([S:8][C:9]2[CH:14]=[CH:13][CH:12]=[CH:11][CH:10]=2)[CH:5]=[CH:4][C:3]=1[N+:15]([O-:17])=[O:16])(=[O:20])[CH3:19] |f:2.3|. Procedure: 6.0 G. of 2-amino-4-phenylthio-1-nitrobenzene is dissolved in 80 ml. acetic anhydride and treated with a few drops of sulfuric acid. The mixture is left at 20°-30° C for 2 hours then a little sodium acetate added and the solvent removed under vacuum. The residue is treated with water, filtered and recrystallized from methanol yielding 2-acetamido-4-phenylthio-1-nitrobenzene. This material may also be obtained by reaction of 2-acetamido-4-chloro-1-nitrobenzene with sodium phenylmercaptide essenti... Starting materials: O=C=NCCCl, ClCCl, CC(C)c1c(C(=O)NCc2ccc(F)c(F)c2)c2ccc(N)cc2n1Cc1ccccn1. Yields the product CC(C)c1c(C(=O)NCc2ccc(F)c(F)c2)c2ccc(NC3=NCCO3)cc2n1Cc1ccccn1. RXN SMILES: [Cl:33][CH2:34][CH2:35][N:36]=[C:37]=[O:38].[Cl:39][CH2:40][Cl:41].[NH2:1][c:2]1[cH:3][cH:4][c:5]2[c:6]([C:21](=[O:22])[NH:23][CH2:24][c:25]3[cH:26][c:27]([F:32])[c:28]([F:31])[cH:29][cH:30]3)[c:7]([CH:18]([CH3:19])[CH3:20])[n:8]([CH2:11][c:12]3[n:13][cH:14][cH:15][cH:16][cH:17]3)[c:9]2[cH:10]1>>[NH:1]([c:2]1[cH:3][cH:4][c:5]2[c:6]([C:21](=[O:22])[NH:23][CH2:24][c:25]3[cH:26][c:27]([F:32])[c:28]([F:31])[cH:29][cH:30]3)[c:7]([CH:18]([CH3:19])[CH3:20])[n:8]([CH2:11][c:12]3[n:13][cH:14][cH:15][cH:16][cH:17]3)[c:9]2[cH:10]1)[C:37]1=[N:36][CH2:35][CH2:34][O:38]1. Reactants: BrC1=CC=C(C=C1)C(=O)N1[C@@H](CCC1)CN1CCCC1 ((4-Bromo-phenyl)-(2-(S)-pyrrolidin-1-ylmethyl-pyrrolidin-yl)methanone), COC(=O)C1=CC=C(C=C1)B(O)O (4-methoxycarbonylphenyl boronic acid), N1CCCC1 (pyrrolidine). The product is N1(CCCC1)C(=O)C1=CC=C(C=C1)C1=CC=C(C=C1)C(=O)N1[C@@H](CCC1)CN1CCCC1 ([4′-(Pyrrolidine-1-carbonyl)-biphenyl-4-yl]-(2-(S)-pyrrolidin-1-ylmethyl-pyrrolidin-1-yl)-methanone). Reaction SMILES: Br[C:2]1[CH:7]=[CH:6][C:5]([C:8]([N:10]2[CH2:14][CH2:13][CH2:12][C@H:11]2[CH2:15][N:16]2[CH2:20][CH2:19][CH2:18][CH2:17]2)=[O:9])=[CH:4][CH:3]=1.CO[C:23]([C:25]1[CH:30]=[CH:29][C:28](B(O)O)=[CH:27][CH:26]=1)=[O:24].[NH:34]1[CH2:38][CH2:37][CH2:36][CH2:35]1>>[N:34]1([C:23]([C:25]2[CH:30]=[CH:29][C:28]([C:2]3[CH:7]=[CH:6][C:5]([C:8]([N:10]4[CH2:14][CH2:13][CH2:12][C@H:11]4[CH2:15][N:16]4[CH2:20][CH2:19][CH2:18][CH2:17]4)=[O:9])=[CH:4][CH:3]=3)=[CH:27][CH:26]=2)=[O:24])[CH2:38][CH2:37][CH2:36][CH2:35]1. Procedure: The title compound is prepared starting with (4-Bromo-phenyl)-(2-(S)-pyrrolidin-1-ylmethyl-pyrrolidin-yl)methanone and 4-methoxycarbonylphenyl boronic acid perform procedures significantly analogous to those found in Procedures BB, V′, W′ (with pyrrolidine in place of (S)-(+)-1-(2-pyrrolidinylmethyl)pyrrolidine) and Q. MS (m/e): 432.4 (M+1) Starting materials: SCC1=CC=C(C(=O)O)C=C1 (4-(mercaptomethyl)benzoic acid), CSS(=O)(=O)C (methyl methanethiolsulfonate). The solvent is O (water), C(C)O (ethanol). Run at time 8 hour. Product: CSSCC1=CC=C(C(=O)O)C=C1 (4-((methyldisulfanyl)methyl)benzoic acid). The yield is 75.7%. As a reaction SMILES: [SH:1][CH2:2][C:3]1[CH:11]=[CH:10][C:6]([C:7]([OH:9])=[O:8])=[CH:5][CH:4]=1.[CH3:12][S:13]S(C)(=O)=O>O.C(O)C>[CH3:12][S:13][S:1][CH2:2][C:3]1[CH:11]=[CH:10][C:6]([C:7]([OH:9])=[O:8])=[CH:5][CH:4]=1. Procedure: 4-(mercaptomethyl)benzoic acid (36, 500 mg, 2.97 mmol) was dissolved in water (10 mL) and cooled in an ice bath. The cooled solution stirred as methyl methanethiolsulfonate (413 mg, 3.27 mmol) dissolved in ethanol (5.00 mL) was added. Following addition, the cooling bath was removed and the reaction was stirred overnight at room temperature. After proceeding overnight, the reaction was diluted with saturated sodium chloride and extracted with ether. The combined extracts were washed with sodium ...